Dataset: the Open Reaction Database (ORD), a public repository of structured organic reaction records. Task: describe an organic reaction: reactants, conditions, products, and yield Reactants: [Al+3], Cc1ccccc1, [Cl-], [Cl-], [Cl-], ClCCl, O=C(Cl)CCCCl, O. Yields the product Cc1ccc(C(=O)CCCCl)cc1. As a reaction SMILES: [Al+3:16].[CH3:1][c:2]1[cH:3][cH:4][cH:5][cH:6][cH:7]1.[Cl-:15].[Cl-:17].[Cl-:18].[Cl:20][CH2:21][Cl:22].[Cl:8][CH2:9][CH2:10][CH2:11][C:12](=[O:13])[Cl:14].[OH2:19]>>[CH3:1][c:2]1[cH:3][cH:4][c:5]([C:12]([CH2:11][CH2:10][CH2:9][Cl:8])=[O:13])[cH:6][cH:7]1. Conditions: time 2 hour. Reported procedure: 100 g maleic acid anhydride are dissolved in 1 liter dichloromethane and to this solution are added drop-wise 198 g of the 4-aminobenzenesulfonylazide (approximately 1 mol) prepared according to (3), dissolved in 400 ml dichloromethane. The reaction mixture is left standing for 2 hours at room temperature. The solution is then concentrated in a rotary evaporator to about 200 ml. The light brown product obtained is cooled, filtered, washed with a small amount of dichloromethane and finally dried. The solvent is ClCCl (dichloromethane), ClCCl (dichloromethane). Starting materials: NC1=CC=C(C=C1)S(=O)(=O)N=[N+]=[N-] (4-aminobenzenesulfonylazide), C1(\C=C/C(=O)O1)=O (maleic acid anhydride), NC1=CC=C(C=C1)S(=O)(=O)N=[N+]=[N-] (4-Aminobenzenesulfonylazide). RXN SMILES: [C:1]1(=[O:7])[O:6][C:4](=[O:5])[CH:3]=[CH:2]1.[NH2:8][C:9]1[CH:14]=[CH:13][C:12]([S:15]([N:18]=[N+:19]=[N-:20])(=[O:17])=[O:16])=[CH:11][CH:10]=1>ClCCl>[N:18]([S:15]([C:12]1[CH:11]=[CH:10][C:9]([NH:8][C:1](=[O:7])/[CH:2]=[CH:3]\[C:4]([OH:6])=[O:5])=[CH:14][CH:13]=1)(=[O:16])=[O:17])=[N+:19]=[N-:20]. The product is N(=[N+]=[N-])S(=O)(=O)C1=CC=C(C=C1)NC(\C=C/C(=O)O)=O (N-(4-Azidosulfonylphenyl)-maleic acid monoamide). The reactants are methyl ester, SCCNC(CC(=O)O)=O (N-(2-mercapto-ethyl)malonamic acid), solution, N (ammonia). Reaction conditions: time 1 hour. Yields the product SCCNC(CC(=O)N)=O (N-(2mercaptoethyl)malonamide). Reaction SMILES: [SH:1][CH2:2][CH2:3][NH:4][C:5](=[O:10])[CH2:6][C:7](O)=[O:8].[NH3:11]>>[SH:1][CH2:2][CH2:3][NH:4][C:5](=[O:10])[CH2:6][C:7]([NH2:11])=[O:8]. Procedure details: 31 g of methyl ester of N-(2-mercapto-ethyl)malonamic acid obtained in Example 3a) were added to 220 cm3 of aqueous 20% solution of aqueous ammonia, with stirring, while the temperature was kept below or equal to 30° C. Stirring was continued for 1 hour at ambient temperature. A slight cloudiness was removed by filtration on sintered glass. The filtrate was evaporated to dryness at reduced pressure. The solid obtained was recrystallized from ethyl acetate. After filtering and drying in vacuum at... The reactants are CC(C)Oc1cc(-n2c(=O)[nH]c(C(F)(F)F)c(F)c2=O)c(F)cc1Cl, O=P(Cl)(Cl)Cl, c1ccncc1. Yields the product CC(C)Oc1cc(-n2c(Cl)nc(C(F)(F)F)c(F)c2=O)c(F)cc1Cl. RXN SMILES: [Cl:1][c:2]1[cH:3][c:4]([F:25])[c:5](-[n:12]2[c:13](=[O:24])[nH:14][c:15]([C:20]([F:21])([F:22])[F:23])[c:16]([F:19])[c:17]2=[O:18])[cH:6][c:7]1[O:8][CH:9]([CH3:10])[CH3:11].[P:26]([Cl:27])([Cl:28])([Cl:29])=[O:30].[cH:31]1[cH:32][cH:33][n:34][cH:35][cH:36]1>>[Cl:1][c:2]1[cH:3][c:4]([F:25])[c:5](-[n:12]2[c:13]([Cl:28])[n:14][c:15]([C:20]([F:21])([F:22])[F:23])[c:16]([F:19])[c:17]2=[O:18])[cH:6][c:7]1[O:8][CH:9]([CH3:10])[CH3:11].